Dataset: the Open Reaction Database (ORD), a public repository of structured organic reaction records. Task: describe an organic reaction: reactants, conditions, products, and yield The reactants are CC1(C=2C=CC(=CC2C(=CC1)C=1SC=CN1)C#CC1=CC=C(C(=O)O)C=C1)C (4-[(5,6-dihydro-5,5-dimethyl-8-(2- thiazolyl)-2-naphthalenyl)ethynyl]benzoic acid), CC1(C=2C=CC(=CC2C(=CC1)C=1SC=CN1)C#CC1=CC=C(C(=O)O)C=C1)C (4-[(5,6-dihydro-5,5-dimethyl-8-(2- thiazolyl)-2-naphthalenyl)ethynyl]benzoic acid), C(C1=CC=CC=C1)(=O)[O-] (benzoate), CC1(C=2C=CC(=CC2C(=CC1)C=1SC=CC1)C#CC1=CC=C(C(=O)OCC)C=C1)C (Ethyl 4-[(5,6-dihydro-5,5-dimethyl-8-(2-thienyl)-2-naphthalenyl)ethynyl]benzoate). Yields the product CC1(C=2C=CC(=CC2C(=CC1)C=1SC=CC1)C#CC1=CC=C(C(=O)O)C=C1)C (4-[(5,6-dihydro-5,5-dimethyl -8-(2-thienyl)-2-naphthalenyl)ethynyl]benzoic acid). RXN SMILES: CC1(C)CC=C(C2SC=CN=2)C2C=C(C#CC3C=CC(C(O)=O)=CC=3)C=CC1=2.C([O-])(=O)C1C=CC=CC=1.[CH3:38][C:39]1([CH3:67])[CH2:48][CH:47]=[C:46]([C:49]2[S:50][CH:51]=[CH:52][CH:53]=2)[C:45]2[CH:44]=[C:43]([C:54]#[C:55][C:56]3[CH:66]=[CH:65][C:59]([C:60]([O:62]CC)=[O:61])=[CH:58][CH:57]=3)[CH:42]=[CH:41][C:40]1=2>>[CH3:38][C:39]1([CH3:67])[CH2:48][CH:47]=[C:46]([C:49]2[S:50][CH:51]=[CH:52][CH:53]=2)[C:45]2[CH:44]=[C:43]([C:54]#[C:55][C:56]3[CH:57]=[CH:58][C:59]([C:60]([OH:62])=[O:61])=[CH:65][CH:66]=3)[CH:42]=[CH:41][C:40]1=2. Reported procedure: Employing the same general procedure as for the preparation of 4-[(5,6-dihydro-5,5-dimethyl-8-(2- thiazolyl)-2-naphthalenyl)ethynyl]benzoic acid (Compound 30a), 70.0 mg (0.17 mmol) of ethyl 4-1(5,6- dihydro-5,5-dimethyl-8-(2-thienyl)-2-naphthalenyl)ethynyl]benzoate (Compound 33a) was converted into the title compound (colorless solid) using 17.8 mg (0.42 mmol) of LiOH in H2O. PMR (d6-DMSO): δ 1.27 (6H, s), 2.33 (2H, d, J=4.9 Hz), 6.23 (1H, t, J=4.9 Hz), 7.14 (2H, m), 7.38-7.56 (4H, m), 7.61 (2H,... The reactants are FC(F)(F)c1ccc(-c2cc(C(F)(F)F)cc(Br)n2)cc1, CCCCO, COc1ccc(CN)cc1. Yields the product COc1ccc(CNc2cc(C(F)(F)F)cc(-c3ccc(C(F)(F)F)cc3)n2)cc1. As a reaction SMILES: [Br:1][c:2]1[n:3][c:4](-[c:12]2[cH:13][cH:14][c:15]([C:18]([F:19])([F:20])[F:21])[cH:16][cH:17]2)[cH:5][c:6]([C:8]([F:9])([F:10])[F:11])[cH:7]1.[CH2:32]([OH:33])[CH2:34][CH2:35][CH3:36].[CH3:22][O:23][c:24]1[cH:25][cH:26][c:27]([CH2:28][NH2:29])[cH:30][cH:31]1>>[c:2]1([NH:29][CH2:28][c:27]2[cH:26][cH:25][c:24]([O:23][CH3:22])[cH:31][cH:30]2)[n:3][c:4](-[c:12]2[cH:13][cH:14][c:15]([C:18]([F:19])([F:20])[F:21])[cH:16][cH:17]2)[cH:5][c:6]([C:8]([F:9])([F:10])[F:11])[cH:7]1. Reactants: CS(=O)(=O)NC1=NNC2=CC=C(C=C12)[N+](=O)[O-] (3-methylsulfonylamino-5-nitro-1H-indazole), N (ammonia), C(C)O (ethanol), ferrous sulfate. Solvent: O (water). The product is NC=1C=C2C(=NNC2=CC1)NS(=O)(=O)C (5-amino-3-methylsulfonylamino-1H-indazole). Isolated yield 44.2%. RXN SMILES: [CH3:1][S:2]([NH:5][C:6]1[C:14]2[C:9](=[CH:10][CH:11]=[C:12]([N+:15]([O-])=O)[CH:13]=2)[NH:8][N:7]=1)(=[O:4])=[O:3].C(O)C.N>O>[NH2:15][C:12]1[CH:13]=[C:14]2[C:9](=[CH:10][CH:11]=1)[NH:8][N:7]=[C:6]2[NH:5][S:2]([CH3:1])(=[O:4])=[O:3]. Procedure details: 5-Amino-3-methylsulfonylamino-1H-indazole can be obtained as described in Example 4 from 256 mg of 3-methylsulfonylamino-5-nitro-1H-indazole, 10 ml of ethanol, 2 g of ferrous sulfate, 3.2 ml of water and 2.4 ml of 32% aqueous ammonia. 0.1 g of 5-amino-3-methylsulfonylamino-1H-indazole is thus obtained in the form of an oil used as it is in the following step. Starting materials: CCN(CC)CCN1C(=O)c2ccccc2C1c1ccccc1C(=O)O, CO, [Na+], O=C([O-])O, O=S(=O)(O)O. Product: CCN(CC)CCN1C(=O)c2ccccc2C1c1ccccc1C(=O)OC. RXN SMILES: [CH2:1]([CH3:2])[N:3]([CH2:4][CH2:5][N:6]1[C:7](=[O:24])[c:8]2[cH:9][cH:10][cH:11][cH:12][c:13]2[CH:14]1[c:15]1[c:16]([C:17](=[O:18])[OH:19])[cH:20][cH:21][cH:22][cH:23]1)[CH2:25][CH3:26].[CH3:37][OH:38].[Na+:32].[OH:33][C:34](=[O:35])[O-:36].[S:27](=[O:28])(=[O:29])([OH:30])[OH:31]>>[CH2:1]([CH3:2])[N:3]([CH2:4][CH2:5][N:6]1[C:7](=[O:24])[c:8]2[cH:9][cH:10][cH:11][cH:12][c:13]2[CH:14]1[c:15]1[c:16]([C:17](=[O:18])[O:19][CH3:34])[cH:20][cH:21][cH:22][cH:23]1)[CH2:25][CH3:26]. Reactants: Cl.C1(=CC=CC=C1)C=1CCNCC1 (4-Phenyl-1,2,3,6-tetrahydropyridine, hydrochloride), O (water), BrCCCCN1C(CCCC1=O)=O (N-(4-bromobutyl)glutarimide), 18g, C([O-])([O-])=O.[Na+].[Na+] (sodium carbonate). Run in C1(=CC=CC=C1)C (toluene). Reaction conditions: temperature 25 celsius, time 15 minute. Yields the product Cl.C1(=CC=CC=C1)C=1CCN(CC1)CCCCN1C(CCCC1=O)=O (1-[4-[3,6-Dihydro-4-phenyl-1(2H)pyridinyl]butyl]-2,6-piperidinedione, hydrochloride). As a reaction SMILES: [ClH:1].[C:2]1([C:8]2[CH2:9][CH2:10][NH:11][CH2:12][CH:13]=2)[CH:7]=[CH:6][CH:5]=[CH:4][CH:3]=1.Br[CH2:15][CH2:16][CH2:17][CH2:18][N:19]1[C:24](=[O:25])[CH2:23][CH2:22][CH2:21][C:20]1=[O:26].C(=O)([O-])[O-].[Na+].[Na+].O>C1(C)C=CC=CC=1>[ClH:1].[C:2]1([C:8]2[CH2:13][CH2:12][N:11]([CH2:15][CH2:16][CH2:17][CH2:18][N:19]3[C:24](=[O:25])[CH2:23][CH2:22][CH2:21][C:20]3=[O:26])[CH2:10][CH:9]=2)[CH:7]=[CH:6][CH:5]=[CH:4][CH:3]=1 |f:0.1,3.4.5,8.9|. Reported procedure: 4-Phenyl-1,2,3,6-tetrahydropyridine, hydrochloride (10g) is converted to its free base and mixed with 11.0g of N-(4-bromobutyl)glutarimide and 18g of sodium carbonate in 200 ml of toluene. The mixture is refluxed for 5 hours, cooled to 25° C, and 50 ml of water is added. After stirring for 15 minutes, the layers are separated and the organic layer is filtered through fritted glass and extracted with 10% hydrochloric acid. The acid layer is made alkaline (pH 10) with sodium hydroxide producing an... The reactants are C(C)OC(=O)N1CCN(CC1)C([C@H](CC(=O)OC(C)(C)C)NC(=O)C1=NN(C(=C1)OCC(=O)N1[C@@H](CCC1)C(=O)OCC1=CC=CC=C1)C1=CC(=CC=C1)F)=O (4-((S)-2-{[5-[2-((S)-2-Benzyloxycarbonyl-pyrrolidin-1-yl)-2-oxo-ethoxy]-1-(3-fluoro-phenyl)-1H-pyrazole-3-carbonyl]-amino}-3-tert-butoxycarbonyl-propionyl)-piperazine-1-carboxylic acid ethyl ester). Run in C(C)(=O)OCC (ethyl acetate). Conditions: time 24 hour. Product: C(C)OC(=O)N1CCN(CC1)C([C@H](CC(=O)OC(C)(C)C)NC(=O)C1=NN(C(=C1)OCC(=O)N1[C@@H](CCC1)C(=O)O)C1=CC(=CC=C1)F)=O (4-((S)-3-tert-Butoxycarbonyl-2-{[5-[2-((S)-2-carboxy-pyrrolidin-1-yl)-2-oxo-ethoxy]-1-(3-fluoro-phenyl)-1H-pyrazole-3-carbonyl]-amino}-propionyl)-piperazine-1-carboxylic acid ethyl ester). As a reaction SMILES: [CH2:1]([O:3][C:4]([N:6]1[CH2:11][CH2:10][N:9]([C:12](=[O:56])[C@@H:13]([NH:22][C:23]([C:25]2[CH:29]=[C:28]([O:30][CH2:31][C:32]([N:34]3[CH2:38][CH2:37][CH2:36][C@H:35]3[C:39]([O:41]CC3C=CC=CC=3)=[O:40])=[O:33])[N:27]([C:49]3[CH:54]=[CH:53][CH:52]=[C:51]([F:55])[CH:50]=3)[N:26]=2)=[O:24])[CH2:14][C:15]([O:17][C:18]([CH3:21])([CH3:20])[CH3:19])=[O:16])[CH2:8][CH2:7]1)=[O:5])[CH3:2]>C(OCC)(=O)C>[CH2:1]([O:3][C:4]([N:6]1[CH2:7][CH2:8][N:9]([C:12](=[O:56])[C@@H:13]([NH:22][C:23]([C:25]2[CH:29]=[C:28]([O:30][CH2:31][C:32]([N:34]3[CH2:38][CH2:37][CH2:36][C@H:35]3[C:39]([OH:41])=[O:40])=[O:33])[N:27]([C:49]3[CH:54]=[CH:53][CH:52]=[C:51]([F:55])[CH:50]=3)[N:26]=2)=[O:24])[CH2:14][C:15]([O:17][C:18]([CH3:21])([CH3:20])[CH3:19])=[O:16])[CH2:10][CH2:11]1)=[O:5])[CH3:2]. Procedure: To a solution of 2.50 g 4-((S)-2-{[5-[2-((S)-2-Benzyloxycarbonyl-pyrrolidin-1-yl)-2-oxo-ethoxy]-1-(3-fluoro-phenyl)-1H-pyrazole-3-carbonyl]-amino}-3-tert-butoxycarbonyl-propionyl)-piperazine-1-carboxylic acid ethyl ester in 25 ml ethyl acetate were added under argon 0.5 g Pd/C (10%) and the suspension was stirred under an atmosphere of hydrogen (3 bar) for 24 h. The suspension was filtered over a plug of Celite® and washed with ethyl acetate. The crude product obtained after evaporation of the s... Yields the product Cc1ccncc1N1CCN(c2ccc(F)c(C=NO)c2)C1=O. Reactants: Cl, Cc1ccncc1N1CCN(c2ccc(F)c(C=O)c2)C1=O, NO, c1ccncc1. RXN SMILES: [ClH:23].[F:1][c:2]1[c:3]([CH:4]=[O:5])[cH:6][c:7]([N:10]2[C:11](=[O:22])[N:12]([c:15]3[cH:16][n:17][cH:18][cH:19][c:20]3[CH3:21])[CH2:13][CH2:14]2)[cH:8][cH:9]1.[NH2:24][OH:25].[cH:26]1[cH:27][cH:28][n:29][cH:30][cH:31]1>>[F:1][c:2]1[c:3]([CH:4]=[N:24][OH:25])[cH:6][c:7]([N:10]2[C:11](=[O:22])[N:12]([c:15]3[cH:16][n:17][cH:18][cH:19][c:20]3[CH3:21])[CH2:13][CH2:14]2)[cH:8][cH:9]1.